This data is from the Open Reaction Database (ORD), a public repository of structured organic reaction records. The task is: describe an organic reaction: reactants, conditions, products, and yield Procedure details: To methanol (5 ml) was added, under ice-cooling, 60% sodium hydride (213 mg), and the mixture was stirred for 5 minutes at room temperatures, to which was then added thiophenol (0.55 ml), followed by stirring for 15 hours. To the resultant mixture was added fumagillol (500 mg), which was stirred for 30 minutes, followed by adding water to suspend the reaction. The product was extracted with ethyl acetate, and the extract solution was washed with a saturated aqueous solution of sodium hydrogencar... Run at time 15 hour. Solvent: O (water). Starting materials: resultant mixture, CC(=CC[C@@H]1[C@@](O1)(C)[C@H]2[C@@H]([C@@H](CC[C@]23CO3)O)OC)C (fumagillol), CO (methanol), [H-].[Na+] (sodium hydride), C1(=CC=CC=C1)S (thiophenol). Product: O1C(C1CC=C(C)C)(C)C1C(CCC(C1OC)O)(O)CSC1=CC=CC=C1 (2-(1,2-epoxy-1,5-dimethyl-4-hexenyl)- 3-methoxy-1-phenylthiomethyl-1,4-cyclohexanediol). As a reaction SMILES: CO.[H-].[Na+].[C:5]1([SH:11])[CH:10]=[CH:9][CH:8]=[CH:7][CH:6]=1.[CH3:12][C:13]([CH3:31])=[CH:14][CH2:15][C@H:16]1[O:18][C@@:17]1([C@@H:20]1[C@:25]2([O:27][CH2:26]2)[CH2:24][CH2:23][C@@H:22]([OH:28])[C@H:21]1[O:29][CH3:30])[CH3:19]>O>[O:18]1[CH:16]([CH2:15][CH:14]=[C:13]([CH3:31])[CH3:12])[C:17]1([CH:20]1[CH:21]([O:29][CH3:30])[CH:22]([OH:28])[CH2:23][CH2:24][C:25]1([CH2:26][S:11][C:5]1[CH:10]=[CH:9][CH:8]=[CH:7][CH:6]=1)[OH:27])[CH3:19] |f:1.2|. The yield is 95.0%. The reactants are C#CCO, CCOCC, ClC(Cl)Cl, C1=COCCC1, O, O=P(Cl)(Cl)Cl. The product is C#CCOC1CCCCO1. RXN SMILES: [CH2:1]([C:2]#[CH:3])[OH:4].[CH3:16][CH2:17][O:18][CH2:19][CH3:20].[CH:21]([Cl:22])([Cl:23])[Cl:24].[O:5]1[CH2:6][CH2:7][CH2:8][CH:9]=[CH:10]1.[OH2:25].[P:11]([Cl:12])([Cl:13])([Cl:14])=[O:15]>>[CH2:1]([C:2]#[CH:3])[O:4][CH:10]1[O:5][CH2:6][CH2:7][CH2:8][CH2:9]1.